This data is from the Open Reaction Database (ORD), a public repository of structured organic reaction records. The task is: describe an organic reaction: reactants, conditions, products, and yield The reactants are N[C@]12[C@@H]([C@H]3CC[C@@H]4[C@]5(CC=C(C([C@@H]5CC[C@]4([C@@]3(CC1)C)C)(C)C)C1=CC=C(C(=O)OC)C=C1)C)[C@@H](CC2)C(=C)C (methyl 4-((1R,3aS,5aR,5bR,7aR,11aS,11bR,13aR,13bR)-3a-amino-5a,5b,8,8,11a-pentamethyl-1-(prop-1-en-2-yl)-2,3,3a,4,5,5a,5b,6,7,7a,8,11,11a,11b,12,13,13a,13b-octadecahydro-1H-cyclopenta[a]chrysen-9-yl)benzoate), CN(CCC(=O)N[C@]12[C@@H]([C@H]3CC[C@@H]4[C@]5(CC=C(C([C@@H]5CC[C@]4([C@@]3(CC1)C)C)(C)C)C1=CC=C(C(=O)O)C=C1)C)[C@@H](CC2)C(=C)C)C (4-((1R,3aS,5aR,5bR,7aR,11aS,11bR,13aR,13bR)-3a-(3-(dimethylamino)propanamido)-5a,5b,8,8,11a-pentamethyl-1-(prop-1-en-2-yl)-2,3,3a,4,5,5a,5b,6,7,7a,8,11,11a,11b,12,13,13a,13b-octadecahydro-1H-cyclopenta[a]chrysen-9-yl)benzoic acid), Cl.N1(N=NC=C1)CC(=O)O (1H-1,2,3-triazole-1-acetic acid hydrochloride). Yields the product N1(N=NC=C1)CC(=O)N[C@]12[C@@H]([C@H]3CC[C@@H]4[C@]5(CC=C(C([C@@H]5CC[C@]4([C@@]3(CC1)C)C)(C)C)C1=CC=C(C(=O)O)C=C1)C)[C@@H](CC2)C(=C)C (4-((1R,3aS,5aR,5bR,7aR,11aS,11bR,13aR,13bR)-3a-(2-(1H-1,2,3-triazol-1-yl)acetamido)-5a,5b,8,8,11a-pentamethyl-1-(prop-1-en-2-yl)-2,3,3a,4,5,5a,5b,6,7,7a,8,11,11a,11b,12,13,13a,13b-octadecahydro-1H-cyclopenta[a]chrysen-9-yl)benzoic acid). The yield is 36.0%. RXN SMILES: [NH2:1][C@:2]12[CH2:37][CH2:36][C@@H:35]([C:38]([CH3:40])=[CH2:39])[C@@H:3]1[C@@H:4]1[C@@:17]([CH3:20])([CH2:18][CH2:19]2)[C@@:16]2([CH3:21])[C@@H:7]([C@:8]3([CH3:34])[C@@H:13]([CH2:14][CH2:15]2)[C:12]([CH3:23])([CH3:22])[C:11]([C:24]2[CH:33]=[CH:32][C:27]([C:28]([O:30]C)=[O:29])=[CH:26][CH:25]=2)=[CH:10][CH2:9]3)[CH2:6][CH2:5]1.CN(C)CCC(N[C@]12CC[C@@H](C(C)=C)[C@@H]1[C@@H]1[C@@](C)(CC2)[C@@]2(C)[C@@H]([C@]3(C)[C@@H](CC2)C(C)(C)C(C2C=CC(C(O)=O)=CC=2)=CC3)CC1)=O.Cl.[N:88]1([CH2:93][C:94](O)=[O:95])[CH:92]=[CH:91][N:90]=[N:89]1>>[N:88]1([CH2:93][C:94]([NH:1][C@:2]23[CH2:37][CH2:36][C@@H:35]([C:38]([CH3:40])=[CH2:39])[C@@H:3]2[C@@H:4]2[C@@:17]([CH3:20])([CH2:18][CH2:19]3)[C@@:16]3([CH3:21])[C@@H:7]([C@:8]4([CH3:34])[C@@H:13]([CH2:14][CH2:15]3)[C:12]([CH3:22])([CH3:23])[C:11]([C:24]3[CH:25]=[CH:26][C:27]([C:28]([OH:30])=[O:29])=[CH:32][CH:33]=3)=[CH:10][CH2:9]4)[CH2:6][CH2:5]2)=[O:95])[CH:92]=[CH:91][N:90]=[N:89]1 |f:2.3|. Procedure details: The title compound was prepared in 36% yield from methyl 4-((1R,3aS,5aR,5bR,7aR,11aS,11bR,13aR,13bR)-3a-amino-5a,5b,8,8,11a-pentamethyl-1-(prop-1-en-2-yl)-2,3,3a,4,5,5a,5b,6,7,7a,8,11,11a,11b,12,13,13a,13b-octadecahydro-1H-cyclopenta[a]chrysen-9-yl)benzoate following the same procedure as described for the preparation of 4-((1R,3aS,5aR,5bR,7aR,11aS,11bR,13aR,13bR)-3a-(3-(dimethylamino)propanamido)-5a,5b,8,8,11a-pentamethyl-1-(prop-1-en-2-yl)-2,3,3a,4,5,5a,5b,6,7,7a,8,11,11a,11b,12,13,13a,13b-oct... Starting materials: C(C)OC(=O)C=1N=CN(C1C)C1=C(C=CC(=C1)N1C=NC=C1)[N+](=O)[O-] (4-ethoxycarbonyl-5-methyl-1-(2-nitro-5-(1-imidazolyl)phenyl)-1H-imidazole). Reagents/catalysts: [Pd] (Pd-C). Run in C(C)O (ethanol). Yields the product NC1=C(C=C(C=C1)N1C=NC=C1)N1C=NC(=C1C)C(=O)OCC (1-(2-amino-5-(1-imidazolyl)phenyl)-4-ethoxycarbonyl-5-methyl-1H-imidazole). Isolated yield 97.1%. Reaction SMILES: [CH2:1]([O:3][C:4]([C:6]1[N:7]=[CH:8][N:9]([C:12]2[CH:17]=[C:16]([N:18]3[CH:22]=[CH:21][N:20]=[CH:19]3)[CH:15]=[CH:14][C:13]=2[N+:23]([O-])=O)[C:10]=1[CH3:11])=[O:5])[CH3:2]>C(O)C.[Pd]>[NH2:23][C:13]1[CH:14]=[CH:15][C:16]([N:18]2[CH:22]=[CH:21][N:20]=[CH:19]2)=[CH:17][C:12]=1[N:9]1[C:10]([CH3:11])=[C:6]([C:4]([O:3][CH2:1][CH3:2])=[O:5])[N:7]=[CH:8]1. Procedure: A solution of 4-ethoxycarbonyl-5-methyl-1-(2-nitro-5-(1-imidazolyl)phenyl)-1H-imidazole (14 g, 41 mmol) in ethanol (1.0 l) was hydrogenated in a PARR hydrogenation apparatus at 30 psi and 25° C. using 1.0 g 5% Pd-C as a catalyst. The reaction mixture was filtered and concentrated in vacuo to give 12.4 g (98%) of 1-(2-amino-5-(1-imidazolyl)phenyl)-4-ethoxycarbonyl-5-methyl-1H-imidazole. Reactants: O=C([O-])[O-], COc1cc2nccc(Cl)c2cc1OCc1ccccc1, Cl, [Cs+], [Cs+], Oc1ccc2c(c1)OCCN2, CN(C)C=O. Product: COc1cc2nccc(Oc3ccc4c(c3)OCCN4)c2cc1OCc1ccccc1. As a reaction SMILES: [C:13](=[O:14])([O-:15])[O-:16].[CH2:19]([c:20]1[cH:21][cH:22][cH:23][cH:24][cH:25]1)[O:26][c:27]1[cH:28][c:29]2[c:30]([Cl:39])[cH:31][cH:32][n:33][c:34]2[cH:35][c:36]1[O:37][CH3:38].[ClH:1].[Cs+:17].[Cs+:18].[O:2]1[c:3]2[c:4]([cH:8][cH:9][c:10]([OH:12])[cH:11]2)[NH:5][CH2:6][CH2:7]1.[O:40]=[CH:41][N:42]([CH3:43])[CH3:44]>>[O:2]1[c:3]2[c:4]([cH:8][cH:9][c:10]([O:12][c:30]3[c:29]4[cH:28][c:27]([O:26][CH2:19][c:20]5[cH:21][cH:22][cH:23][cH:24][cH:25]5)[c:36]([O:37][CH3:38])[cH:35][c:34]4[n:33][cH:32][cH:31]3)[cH:11]2)[NH:5][CH2:6][CH2:7]1.